From a dataset of the Open Reaction Database (ORD), a public repository of structured organic reaction records. describe an organic reaction: reactants, conditions, products, and yield Reactants: CC(CO)(CC=C)C (2,2-dimethylpent-4-en-1-ol), CC1(OB(OC1(C)C)C=C)C (4,4,5,5-tetramethyl-2-vinyl-1,3,2-dioxaborolane). The reagents and catalysts are Cl[Ru](Cl)([P](C1CCCCC1)(C2CCCCC2)C3CCCCC3)([P](C4CCCCC4)(C5CCCCC5)C6CCCCC6)=CC7=CC=CC=C7 (Grubbs catalyst). The solvent is C(Cl)Cl (DCM). Conditions: temperature 40 celsius. Yields the product CC(CO)(C\C=C\B1OC(C(O1)(C)C)(C)C)C ((E)-2,2-Dimethyl-5-(4,4,5,5-tetramethyl-1,3,2-dioxaborolan-2-yl)-pent-4-en-1-ol). RXN SMILES: [CH3:1][C:2]([CH3:8])([CH2:5][CH:6]=[CH2:7])[CH2:3][OH:4].[CH3:9][C:10]1([CH3:19])[C:14]([CH3:16])([CH3:15])[O:13][B:12](C=C)[O:11]1>C(Cl)Cl.Cl[Ru](=CC1C=CC=CC=1)([P](C1CCCCC1)(C1CCCCC1)C1CCCCC1)([P](C1CCCCC1)(C1CCCCC1)C1CCCCC1)Cl>[CH3:1][C:2]([CH3:8])([CH2:5]/[CH:6]=[CH:7]/[B:12]1[O:13][C:14]([CH3:16])([CH3:15])[C:10]([CH3:19])([CH3:9])[O:11]1)[CH2:3][OH:4] |^1:31,50|. Reported procedure: To a solution of 2,2-dimethylpent-4-en-1-ol (4.9 g, 42.9 mmol) in DCM (500 mL) is added 4,4,5,5-tetramethyl-2-vinyl-1,3,2-dioxaborolane (22 mL, 128 mmol) and Grubbs catalyst (3.53 g, 4.29 mmol), and the mixture is heated at 40° C. for 18 h. The mixture is concentrated and washed with sat. NaHCO3 and purified to give the title compound as a greenish crystalline. The reactants are O=C([O-])[O-], CC(=O)O, CCO, COc1ccc(C=O)c([N+](=O)[O-])c1, Cl, [Na+], [Na+], O. Yields the product COc1ccc(C=O)c(N)c1. Reaction SMILES: [C:18](=[O:19])([O-:20])[O-:21].[C:25]([OH:26])(=[O:27])[CH3:28].[CH3:14][CH2:15][OH:16].[CH3:1][O:2][c:3]1[cH:4][c:5]([N+:11]([O-:12])=[O:13])[c:6]([CH:7]=[O:8])[cH:9][cH:10]1.[ClH:17].[Na+:22].[Na+:23].[OH2:24]>>[CH3:1][O:2][c:3]1[cH:4][c:5]([NH2:11])[c:6]([CH:7]=[O:8])[cH:9][cH:10]1. Reactants: CO (methanol), CC1(CC(=O)NC(C1)=O)C (3,3-dimethylglutarimide), [OH-].[K+] (potassium hydroxide), 32, S(=O)(=O)(O)C1=CC=C(C)C=C1.OCCN1C(=NC=C1[N+](=O)[O-])C (1-(2-hydroxyethyl)-2-methyl-5-nitroimidazole tosylate), 100. Run in CN(C=O)C (dimethylformamide), CN(C=O)C (dimethylformamide), C1(=CC=CC=C1)C (toluene). Yields the product CC=1N(C(=CN1)[N+](=O)[O-])CCN1C(CC(CC1=O)(C)C)=O (N-[2-(2-methyl-5-nitro-1-imidazolyl)ethyl]-3,3-dimethylglutarimide). RXN SMILES: CO.[CH3:3][C:4]1([CH3:12])[CH2:10][C:9](=[O:11])[NH:8][C:6](=[O:7])[CH2:5]1.[OH-].[K+].S(C1C=CC(C)=CC=1)(O)(=O)=O.O[CH2:27][CH2:28][N:29]1[C:33]([N+:34]([O-:36])=[O:35])=[CH:32][N:31]=[C:30]1[CH3:37]>C1(C)C=CC=CC=1.CN(C)C=O>[CH3:37][C:30]1[N:29]([CH2:28][CH2:27][N:8]2[C:9](=[O:11])[CH2:10][C:4]([CH3:12])([CH3:3])[CH2:5][C:6]2=[O:7])[C:33]([N+:34]([O-:36])=[O:35])=[CH:32][N:31]=1 |f:2.3,4.5|. Procedure details: A solution is prepared from 240 parts of methanol, 14 parts of 3,3-dimethylglutarimide, and 6.5 parts of potassium hydroxide. The solvent is evaporated to leave a residual syrup which is mixed with 95 parts of dimethylformamide, Then, a solution of 32 parts of 1-(2-hydroxyethyl)-2-methyl-5-nitroimidazole tosylate in 190 parts of dimethylformamide is added. The mixture becomes dark green-black immediately. It is then stirred and warmed at 90°-110° C. for about 1 hour before it is cooled and dilut... Reactants: C(C)(=O)N1CCN(CC1)CCCOC1=C(C=C2C(=NC=NC2=C1)Cl)OC (7-[3-(4-acetylpiperazin-1-yl)propoxy]-4-chloro-6-methoxyquinazoline), FC1=C(C2=C(OCO2)C(=C1)C#CCOC)N (5-fluoro-7-(3-methoxyprop-1-yn-1-yl)-1,3-benzodioxol-4-amine), C[Si](C)(C)[N-][Si](C)(C)C.[Na+] (sodium bis(trimethylsilyl)amide). Run in CN(C)C=O (DMF). The product is C(C)(=O)N1CCN(CC1)CCCOC1=C(C=C2C(=NC=NC2=C1)NC1=C(C=C(C=2OCOC21)C#CCOC)F)OC (7-[3-(4-acetylpiperazin-1-yl)propoxy]-N-[5-fluoro-7-(3-methoxyprop-1-yn-1-yl)-1,3-benzodioxol-4-yl]-6-methoxyquinazolin-4-amine). The yield is 71.6%. Reaction SMILES: [C:1]([N:4]1[CH2:9][CH2:8][N:7]([CH2:10][CH2:11][CH2:12][O:13][C:14]2[CH:23]=[C:22]3[C:17]([C:18](Cl)=[N:19][CH:20]=[N:21]3)=[CH:16][C:15]=2[O:25][CH3:26])[CH2:6][CH2:5]1)(=[O:3])[CH3:2].[F:27][C:28]1[CH:36]=[C:35]([C:37]#[C:38][CH2:39][O:40][CH3:41])[C:31]2[O:32][CH2:33][O:34][C:30]=2[C:29]=1[NH2:42].C[Si]([N-][Si](C)(C)C)(C)C.[Na+]>CN(C=O)C>[C:1]([N:4]1[CH2:9][CH2:8][N:7]([CH2:10][CH2:11][CH2:12][O:13][C:14]2[CH:23]=[C:22]3[C:17]([C:18]([NH:42][C:29]4[C:30]5[O:34][CH2:33][O:32][C:31]=5[C:35]([C:37]#[C:38][CH2:39][O:40][CH3:41])=[CH:36][C:28]=4[F:27])=[N:19][CH:20]=[N:21]3)=[CH:16][C:15]=2[O:25][CH3:26])[CH2:6][CH2:5]1)(=[O:3])[CH3:2] |f:2.3|. Procedure: This was prepared using the, method described in the example 4 using 7-[3-(4-acetylpiperazin-1-yl)propoxy]-4-chloro-6-methoxyquinazoline (150 mg, 0.40 mmol), 5-fluoro-7-(3-methoxyprop-1-yn-1-yl)-1,3-benzodioxol-4-amine (97 mg, 0.43 mmol) and a solution of sodium bis(trimethylsilyl)amide (1.0M in THF, 0.83 ml) in DMF (2.5 ml). The crude product was purified by column chromatography on silica using increasing concentrations of methanol in dichloromethane as eluent. There was thus obtained the titl...